Dataset: the Open Reaction Database (ORD), a public repository of structured organic reaction records. Task: describe an organic reaction: reactants, conditions, products, and yield Reactants: CNC, CC(C)Oc1ccc(Nc2ccc(N=C=O)cc2C(F)(F)F)cc1C(F)(F)F. Product: CC(C)Oc1ccc(Nc2ccc(NC(=O)N(C)C)cc2C(F)(F)F)cc1C(F)(F)F. Reaction SMILES: [CH3:29][NH:30][CH3:31].[CH:1]([CH3:2])([CH3:3])[O:4][c:5]1[c:6]([C:25]([F:26])([F:27])[F:28])[cH:7][c:8]([NH:11][c:12]2[c:13]([C:21]([F:22])([F:23])[F:24])[cH:14][c:15]([N:18]=[C:19]=[O:20])[cH:16][cH:17]2)[cH:9][cH:10]1>>[CH:1]([CH3:2])([CH3:3])[O:4][c:5]1[c:6]([C:25]([F:26])([F:27])[F:28])[cH:7][c:8]([NH:11][c:12]2[c:13]([C:21]([F:22])([F:23])[F:24])[cH:14][c:15]([NH:18][C:19](=[O:20])[N:30]([CH3:29])[CH3:31])[cH:16][cH:17]2)[cH:9][cH:10]1. Reactants: Cc1ccc(C(C)(C)C)c(O)c1, COC(Cl)Cl, [Cl-], [Cl-], [Cl-], [Cl-], Clc1ccccc1, O, [Ti+4]. Product: Cc1cc(O)c(C(C)(C)C)cc1C=O. As a reaction SMILES: [C:8]([CH3:9])([CH3:10])([CH3:11])[c:12]1[c:13]([OH:19])[cH:14][c:15]([CH3:18])[cH:16][cH:17]1.[CH3:20][O:21][CH:22]([Cl:23])[Cl:24].[Cl-:25].[Cl-:26].[Cl-:27].[Cl-:28].[Cl:1][c:2]1[cH:3][cH:4][cH:5][cH:6][cH:7]1.[OH2:30].[Ti+4:29]>>[C:8]([CH3:9])([CH3:10])([CH3:11])[c:12]1[c:13]([OH:19])[cH:14][c:15]([CH3:18])[c:16]([CH:20]=[O:21])[cH:17]1. Reactants: CC(=O)OI1(C=2C=CC=CC2C(=O)O1)(OC(=O)C)OC(=O)C (Dess-Martin periodinane), FC=1C=C(C=CC1C=1SC2=NC(=CC=C2N1)C1(CC1)C1=CC=CC=C1)C(CC)O (1-(3-fluoro-4-(5-(1-phenylcyclopropyl)thiazolo[5,4-b]pyridin-2-yl)phenyl)propan-1-ol), ClCCl (dichloromethane), C(=O)(O)[O-].[Na+] (NaHCO3). Reaction conditions: time 60 minute. Product: FC=1C=C(C=CC1C=1SC2=NC(=CC=C2N1)C1(CC1)C1=CC=CC=C1)C(CC)=O (1-(3-fluoro-4-(5-(1-phenylcyclopropyl)thiazolo[5,4-b]pyridin-2-yl)phenyl)propan-1-one). RXN SMILES: CC(OI1(OC(C)=O)(OC(C)=O)OC(=O)C2C=CC=CC1=2)=O.[F:23][C:24]1[CH:25]=[C:26]([CH:48]([OH:51])[CH2:49][CH3:50])[CH:27]=[CH:28][C:29]=1[C:30]1[S:31][C:32]2[C:37]([N:38]=1)=[CH:36][CH:35]=[C:34]([C:39]1([C:42]3[CH:47]=[CH:46][CH:45]=[CH:44][CH:43]=3)[CH2:41][CH2:40]1)[N:33]=2.ClCCl.C([O-])(O)=O.[Na+]>>[F:23][C:24]1[CH:25]=[C:26]([C:48](=[O:51])[CH2:49][CH3:50])[CH:27]=[CH:28][C:29]=1[C:30]1[S:31][C:32]2[C:37]([N:38]=1)=[CH:36][CH:35]=[C:34]([C:39]1([C:42]3[CH:43]=[CH:44][CH:45]=[CH:46][CH:47]=3)[CH2:40][CH2:41]1)[N:33]=2 |f:3.4|. Procedure: Dess-Martin periodinane (0.524 g, 1.24 mmol) was added to a solution of 1-(3-fluoro-4-(5-(1-phenylcyclopropyl)thiazolo[5,4-b]pyridin-2-yl)phenyl)propan-1-ol (0.500 g, 1.24 mmol) in dichloromethane (25.00 ml, 1.24 mmol), and the reaction was stirred at ambient temperature for 60 min. Saturated aq. NaHCO3 was added and the reaction stirred for 5 min. The organic layer was dried, filtered, and concentrated in vacuo and the residue purified by silica gel chromatography: ISCO 120 g column, 20-30% (3%... The reactants are [I-].[Na+] (sodium iodide), CNC (dimethylamine), O1CCCC1 (tetrahydrofuran), ClC=1C=C(NC2=C(C=NC=3C=C4C(=CC23)N(CCO4)C(CCCC(CCCCl)=O)=O)C#N)C=CC1F (9-(3-chloro-4-fluoroanilino)-1-[4-(chlorobutyryl)butanoyl]-2,3-dihydro-1H-[1,4]oxazino[3,2-g]quinoline-8-carbonitrile), C([O-])(O)=O.[Na+] (sodium bicarbonate). Reagents/catalysts: [I-].C(CCC)[N+](CCCC)(CCCC)CCCC (tetrabutylammonium iodide). Solvent: CN(C=O)C (N,N-dimethylformamide), C(C)(=O)OCC (ethyl acetate). Reaction conditions: temperature 45 celsius, time 16 hour. The product is ClC=1C=C(NC2=C(C=NC=3C=C4C(=CC23)N(CCO4)C(CCCN(C)C)=O)C#N)C=CC1F (9-(3-Chloro-4-fluoroanilino)-1-[4-(dimethylamino)butanoyl]-2,3-dihydro-1H-[1,4]oxazino[3,2-g]quinoline-8-carbonitrile). Yield: 33.0%. Reaction SMILES: [Cl:1][C:2]1[CH:3]=[C:4]([CH:33]=[CH:34][C:35]=1[F:36])[NH:5][C:6]1[C:15]2[CH:14]=[C:13]3[N:16]([C:20](=[O:30])[CH2:21][CH2:22][CH2:23]C(=O)CCCCl)[CH2:17][CH2:18][O:19][C:12]3=[CH:11][C:10]=2[N:9]=[CH:8][C:7]=1[C:31]#[N:32].[I-].[Na+].[CH3:39][NH:40][CH3:41].O1CCCC1.C(=O)(O)[O-].[Na+]>CN(C)C=O.[I-].C([N+](CCCC)(CCCC)CCCC)CCC.C(OCC)(=O)C>[Cl:1][C:2]1[CH:3]=[C:4]([CH:33]=[CH:34][C:35]=1[F:36])[NH:5][C:6]1[C:15]2[CH:14]=[C:13]3[N:16]([C:20](=[O:30])[CH2:21][CH2:22][CH2:23][N:40]([CH3:41])[CH3:39])[CH2:17][CH2:18][O:19][C:12]3=[CH:11][C:10]=2[N:9]=[CH:8][C:7]=1[C:31]#[N:32] |f:1.2,5.6,8.9|. Reported procedure: An amount of 500 mg (1.09 mmol) of 9-(3-chloro-4-fluoroanilino)-1-[4-(chlorobutyryl)butanoyl]-2,3-dihydro-1H-[1,4]oxazino[3,2-g]quinoline-8-carbonitrile was stirred in N,N-dimethylformamide (4.5 mL), and to this was added sodium iodide (0.163 g, 1.69 mmol), tetrabutylammonium iodide (0.80 g, 0.22 mmol), and dimethylamine solution in tetrahydrofuran 2M (11 mL, 21.8 mmol). The mixture was heated at 45° C. for 4 hours and stirred at room temperature for an additional 16 hours. To this was added eth... The reactants are ClC1=C(C(=O)OC)C=C(C=N1)Cl (methyl 2,5-dichloronicotinate), C1(=CC(=CC=C1)OC1CNCC1)C (3-(m-tolyloxy)pyrrolidine). The product is ClC=1C=NC(=C(C(=O)OC)C1)N1CC(CC1)OC=1C=C(C=CC1)C (methyl 5-chloro-2-(3-(m-tolyloxy)pyrrolidin-1-yl)nicotinate). Isolated yield 49.3%. RXN SMILES: Cl[C:2]1[N:11]=[CH:10][C:9]([Cl:12])=[CH:8][C:3]=1[C:4]([O:6][CH3:7])=[O:5].[C:13]1([CH3:25])[CH:18]=[CH:17][CH:16]=[C:15]([O:19][CH:20]2[CH2:24][CH2:23][NH:22][CH2:21]2)[CH:14]=1>>[Cl:12][C:9]1[CH:10]=[N:11][C:2]([N:22]2[CH2:23][CH2:24][CH:20]([O:19][C:15]3[CH:14]=[C:13]([CH3:25])[CH:18]=[CH:17][CH:16]=3)[CH2:21]2)=[C:3]([CH:8]=1)[C:4]([O:6][CH3:7])=[O:5]. Reported procedure: The title compound (D96) (200 mg) was prepared according to the experimental procedure described in Description 62 starting from methyl 2,5-dichloronicotinate (241.37 mg, 1.17 mmol) and 3-(m-tolyloxy)pyrrolidine (D61) (247.7 mg, 1.39 mmol).